This data is from the Open Reaction Database (ORD), a public repository of structured organic reaction records. The task is: describe an organic reaction: reactants, conditions, products, and yield Starting materials: C(C)OC(CC1=CC=C(C=C1)[N+](=O)[O-])=O (Ethyl(4-nitrophenyl)acetate), ICC1CCOCC1 (4-iodomethyltetrahydropyran). Product: [N+](=O)([O-])C1=CC=C(C=C1)C(C(=O)OCC)CC1CCOCC1 (ethyl 2-(4-nitrophenyl)-3-(tetrahydropyran-4-yl)propionate). Reaction SMILES: [CH2:1]([O:3][C:4](=[O:15])[CH2:5][C:6]1[CH:11]=[CH:10][C:9]([N+:12]([O-:14])=[O:13])=[CH:8][CH:7]=1)[CH3:2].I[CH2:17][CH:18]1[CH2:23][CH2:22][O:21][CH2:20][CH2:19]1>>[N+:12]([C:9]1[CH:10]=[CH:11][C:6]([CH:5]([CH2:17][CH:18]2[CH2:23][CH2:22][O:21][CH2:20][CH2:19]2)[C:4]([O:3][CH2:1][CH3:2])=[O:15])=[CH:7][CH:8]=1)([O-:14])=[O:13]. Procedure details: Ethyl(4-nitrophenyl)acetate (25.0 g, 119.5 mmol) was alkylated with 4-iodomethyltetrahydropyran (32.4 g, 143.4 mmol), according to the protocol described in Preparation 41, to give ethyl 2-(4-nitrophenyl)-3-(tetrahydropyran-4-yl)propionate: δH (CDCl3): 1.21 (3H, t), 1.25-1.45 (3H, m), 1.55-1.65 (2H, m), 1.70-1.80 (1H, m), 2.05-2.15 (1H, m), 3.25-3.35 (2H, m), 3.79 (1H, t), 3.90-3.95 (2H, m), 4.10-4.20 (2H, m), 7.49 (2H, d), 8.19 (2H, d). The nitro group of this compound (6.55 g, 18.1 mmol) was r...